describe an organic reaction: reactants, conditions, products, and yield From a dataset of the Open Reaction Database (ORD), a public repository of structured organic reaction records. Starting materials: BrC1=CC=C(C(=O)NC2=CC=C3C=CC=NC3=C2)C=C1 (4-bromo-N-quinolin-7-ylbenzamide), C(C)(=O)C1=C(C=CC=C1)B(O)O (2-acetyl-phenylboronic acid). Product: C(C)(=O)C1=C(C=CC=C1)C1=CC=C(C=C1)C(=O)NC1=CC=C2C=CC=NC2=C1 (2′-Acetyl-N-quinolin-7-yl-1,1′-biphenyl-4-carboxamide). Reaction SMILES: Br[C:2]1[CH:20]=[CH:19][C:5]([C:6]([NH:8][C:9]2[CH:18]=[C:17]3[C:12]([CH:13]=[CH:14][CH:15]=[N:16]3)=[CH:11][CH:10]=2)=[O:7])=[CH:4][CH:3]=1.[C:21]([C:24]1[CH:29]=[CH:28][CH:27]=[CH:26][C:25]=1B(O)O)(=[O:23])[CH3:22]>>[C:21]([C:24]1[CH:29]=[CH:28][CH:27]=[CH:26][C:25]=1[C:2]1[CH:20]=[CH:19][C:5]([C:6]([NH:8][C:9]2[CH:18]=[C:17]3[C:12]([CH:13]=[CH:14][CH:15]=[N:16]3)=[CH:11][CH:10]=2)=[O:7])=[CH:4][CH:3]=1)(=[O:23])[CH3:22]. Procedure: Using the procedure outlined in Example 58, the title compound was prepared from 4-bromo-N-quinolin-7-ylbenzamide (Example 82) (50 mg, 0.153 mmol) and 2-acetyl-phenylboronic acid (28 mg, 0.17 mmol) as an off -white solid. 1H NMR (400 MHz, CDCl3) δ (ppm): 8.92 (dd, 1H), 8.21 (d, 1H), 8.20 (s, 1H), 8.14 (d, 1H), 8.10 (dd, 1H), 7.86 (d, 1H), 7.63 (dd, 1H), 7.57 (td, 1H), 7.48 (m, 3H), 7.40 (dd, 1H), 7.35 (dd, 1H), 3.85 (s, 3H). Reactants: C1(=CC=CC=C1)CN1[C@H](COCC1)C(=O)N[C@H](CO)C(=O)OC (Methyl N-{[(3R)-4-(phenylmethyl)-3-morpholinyl]carbonyl}-D-serinate). The reagents and catalysts are [Pd] (Pd), [Pd] (Pd). Solvent: CCO (EtOH), CO (MeOH). Reaction conditions: temperature 50 celsius, time 6 hour. The product is C1OCCN2[C@H]1CN[C@@H](C2)CO ((7S,9aS)-octahydropyrazino[2,1-c][1,4]oxazin-7-ylmethanol). Yield: 35.0%. As a reaction SMILES: C1(C[N:8]2[CH2:13][CH2:12][O:11][CH2:10][C@@H:9]2[C:14]([NH:16][C@@H:17]([C:20](OC)=O)[CH2:18][OH:19])=O)C=CC=CC=1>CCO.CO.[Pd]>[CH2:10]1[C@@H:9]2[CH2:14][NH:16][C@H:17]([CH2:18][OH:19])[CH2:20][N:8]2[CH2:13][CH2:12][O:11]1. Procedure details: Methyl N-{[(3R)-4-(phenylmethyl)-3-morpholinyl]carbonyl}-D-serinate (D48, 3.72 g, 11.55 mmol) was dissolved in EtOH (50 mL), treated with 10% Pd on C (450 mg) then placed under an atmosphere of hydrogen over the weekend. Left stirring for further 6 hours. Added 10% Pd on C (200 mg) and left under an atmosphere of hydrogen overnight. Catalyst removed by filtration through kieselguhr washed with acid, washing well with EtOH. Solvent removed under reduced pressure to afford a colourless oil. Oil di... Starting materials: C(#N)C1=CC=C(C=CC(=O)O)C=C1 (4-cyano-cinnamic acid). The reagents and catalysts are [Pd] (palladium-charcoal). Solvent: C([O-])([O-])=O.[K+].[K+] (potassium carbonate). The product is C(#N)C1=CC=C(C=C1)CCC(=O)O (3-(4-cyano-phenyl)propionic Acid). Reaction SMILES: [C:1]([C:3]1[CH:13]=[CH:12][C:6]([CH:7]=[CH:8][C:9]([OH:11])=[O:10])=[CH:5][CH:4]=1)#[N:2]>C(=O)([O-])[O-].[K+].[K+].[Pd]>[C:1]([C:3]1[CH:4]=[CH:5][C:6]([CH2:7][CH2:8][C:9]([OH:11])=[O:10])=[CH:12][CH:13]=1)#[N:2] |f:1.2.3|. Reported procedure: 100.1 g (0.578 mol) of 4-cyano-cinnamic acid are taken up in 1400 ml 1N potassium carbonate solution and hydrogenated over palladium-charcoal at 5 bar for 2.5 hours. Then the solution is made slightly acidic and the precipitate is suction filtered, and then dried in the circulating air drier. The reactants are CCOC(=O)C(Cc1c(Cl)cc(OCc2ccccc2)cc1Cl)(CC(OC)OC)C(=O)OCC, CC(C)=O, O=CO. Yields the product CCOC(=O)C(CC=O)(Cc1c(Cl)cc(OCc2ccccc2)cc1Cl)C(=O)OCC. RXN SMILES: [CH2:1]([CH3:2])[O:3][C:4]([C:5]([C:6](=[O:7])[O:8][CH2:9][CH3:10])([CH2:11][CH:12]([O:13][CH3:16])[O:14][CH3:15])[CH2:17][c:18]1[c:19]([Cl:33])[cH:20][c:21]([O:25][CH2:26][c:27]2[cH:28][cH:29][cH:30][cH:31][cH:32]2)[cH:22][c:23]1[Cl:24])=[O:34].[CH3:38][C:39](=[O:40])[CH3:41].[CH:35]([OH:36])=[O:37]>>[CH2:1]([CH3:2])[O:3][C:4]([C:5]([C:6](=[O:7])[O:8][CH2:9][CH3:10])([CH2:11][CH:12]=[O:13])[CH2:17][c:18]1[c:19]([Cl:33])[cH:20][c:21]([O:25][CH2:26][c:27]2[cH:28][cH:29][cH:30][cH:31][cH:32]2)[cH:22][c:23]1[Cl:24])=[O:34]. Starting materials: OCCNCCCNCCO (N,N'-bis(2-hydroxyethyl)-1,3-diaminopropane), C(CCCCCCC\C=C/CCCCCCCC)(=O)Cl (oleoyl chloride). Product: OCCN(CCCN(CCO)C(CCCCCCCCCCCCCCC)=O)C(CCCCCCCCCCCCCCC)=O (1,3-bis(N-(2-hydroxyethyl)-palmitoylamino)propane), OCCN(CCCN(CCO)C(CCCCCCC\C=C/CCCCCCCC)=O)C(CCCCCCC\C=C/CCCCCCCC)=O (1,3-bis(N-(2-hydroxyethyl)-oleoylamino)propane). Isolated yield 222.5%. Reaction SMILES: [OH:1][CH2:2][CH2:3][NH:4][CH2:5][CH2:6][CH2:7][NH:8][CH2:9][CH2:10][OH:11].[C:12](Cl)(=[O:30])[CH2:13][CH2:14][CH2:15][CH2:16][CH2:17][CH2:18][CH2:19]/[CH:20]=[CH:21]\[CH2:22][CH2:23][CH2:24][CH2:25][CH2:26][CH2:27][CH2:28][CH3:29]>>[OH:11][CH2:10][CH2:9][N:8]([C:12](=[O:30])[CH2:13][CH2:14][CH2:15][CH2:16][CH2:17][CH2:18][CH2:19][CH2:20][CH2:21][CH2:22][CH2:23][CH2:24][CH2:25][CH2:26][CH3:27])[CH2:7][CH2:6][CH2:5][N:4]([C:12](=[O:30])[CH2:13][CH2:14][CH2:15][CH2:16][CH2:17][CH2:18][CH2:19][CH2:20][CH2:21][CH2:22][CH2:23][CH2:24][CH2:25][CH2:26][CH3:27])[CH2:3][CH2:2][OH:1].[OH:11][CH2:10][CH2:9][N:8]([C:12](=[O:30])[CH2:13][CH2:14][CH2:15][CH2:16][CH2:17][CH2:18][CH2:19]/[CH:20]=[CH:21]\[CH2:22][CH2:23][CH2:24][CH2:25][CH2:26][CH2:27][CH2:28][CH3:29])[CH2:7][CH2:6][CH2:5][N:4]([C:12](=[O:30])[CH2:13][CH2:14][CH2:15][CH2:16][CH2:17][CH2:18][CH2:19]/[CH:20]=[CH:21]\[CH2:22][CH2:23][CH2:24][CH2:25][CH2:26][CH2:27][CH2:28][CH3:29])[CH2:3][CH2:2][OH:1]. Reported procedure: The procedure described in Example 33 was followed by employing 7.3 g of N,N'-bis(2-hydroxyethyl)-1,3-diaminopropane prepared in Example 33 and 20.9 g of oleoyl chloride, instead of palmitoyl chloride of Example 33, to give 26.7 g of the title compound as viscous oil, which was identified by IR and NMR. The results are shown in Table 3. Reactants: C(C)(=O)OC(C)=O (acetic anhydride), OC1=CC=C(CO)C=C1 (4-hydroxybenzyl-alcohol), C(C)OCC (ethyl ether). Run in [OH-].[K+] (KOH). The product is C(C)(=O)OC1=CC=C(CO)C=C1 (4-acetoxy-benzylalcohol). Isolated yield 45.0%. Reaction SMILES: [OH:1][C:2]1[CH:9]=[CH:8][C:5]([CH2:6][OH:7])=[CH:4][CH:3]=1.[C:10](OC(=O)C)(=[O:12])[CH3:11].C(OCC)C>[OH-].[K+]>[C:10]([O:1][C:2]1[CH:9]=[CH:8][C:5]([CH2:6][OH:7])=[CH:4][CH:3]=1)(=[O:12])[CH3:11] |f:3.4|. Procedure details: 8.4 g 4-hydroxybenzyl-alcohol, are dissolved in 11 ml 5.45M KOH, while cooling the reaction mixture with ice. 6.48 ml acetic anhydride are then added in 15 minutes to the solution obtained. An equal volume of ethyl ether is added, and once the organic phase is separated, it is washed with a NaHCO3 oversaturated solution and dried on anhydrous sodium sulphate and finally evaporated. The obtained product is then distilled (b.p. 140°-150° C.) under vacuum (3 mm Hg), then purified by silica gel chro... Yields the product Cc1c(C2CCC(c3ccccc3)(N(C)C)CC2)[nH]c2ccc(OC(F)(F)F)cc12. Reaction SMILES: [CH3:1][N:2]([C:3]1([c:24]2[cH:25][cH:26][cH:27][cH:28][cH:29]2)[CH2:4][CH:5]=[C:6]([c:9]2[nH:10][c:11]3[cH:12][cH:13][c:14]([O:19][C:20]([F:21])([F:22])[F:23])[cH:15][c:16]3[c:17]2[CH3:18])[CH2:7][CH2:8]1)[CH3:30].[CH3:32][C:33](=[O:34])[OH:35].[Sn:31]>>[CH3:1][N:2]([C:3]1([c:24]2[cH:25][cH:26][cH:27][cH:28][cH:29]2)[CH2:4][CH2:5][CH:6]([c:9]2[nH:10][c:11]3[cH:12][cH:13][c:14]([O:19][C:20]([F:21])([F:22])[F:23])[cH:15][c:16]3[c:17]2[CH3:18])[CH2:7][CH2:8]1)[CH3:30]. The reactants are Cc1c(C2=CCC(c3ccccc3)(N(C)C)CC2)[nH]c2ccc(OC(F)(F)F)cc12, CC(=O)O, [Sn]. Reported procedure: A solution of dicyclopropylmethanimine hydrochloride (1.00 g, 6.87 mmol) in 6.0 ml of dimethyl sulfoxide was heated with stirring at 100° C. for 4 hours. The solvent was distilled out in vacuo and isobutyl alcohol (6 ml) was added to the residue. Precipitated crystals was obtained and dried in vacuo to afford 0.55 g (Yield: 55%) of the desired compound. Yield: 55.0%. Reaction conditions: temperature 100 celsius, time 4 hour. Run in CS(=O)C (dimethyl sulfoxide). Product: [Cl-].[N+]1=2CCCC2CCC1 (1-Azoniabicyclo[3.3.0]oct-1(5)-ene chloride). RXN SMILES: [ClH:1].[CH:2]1([C:5]([CH:7]2[CH2:9][CH2:8]2)=[NH:6])[CH2:4][CH2:3]1>CS(C)=O>[Cl-:1].[N+:6]12[CH2:9][CH2:8][CH2:7][C:5]=1[CH2:2][CH2:3][CH2:4]2 |f:0.1,3.4|. Starting materials: Cl.C1(CC1)C(=N)C1CC1 (dicyclopropylmethanimine hydrochloride). Starting materials: [H-].[Na+] (Sodium hydride), CC(C)(C)[Si](OC(C)(C)C#CC([C@@H](C)C1=CC[C@H]2C3=CC=C4C[C@H](CC[C@]4(C)[C@H]3CC[C@]12C)O[Si](C(C(C)C)(C)C)(C)C)O)(C)C ((3β)-25-[[(1,1-dimethylethyl)dimethylsilyl]oxy]-3-[[dimethyl(1,1,2-trimethylpropyl)silyl]oxy]cholesta-5,7,16-trien-23-yn-22-ol), C1(=CC=CC=C1)N=C=S (phenyl isothiocyanate). Reagents/catalysts: N1C=NC=C1 (imidazole). Solvent: C1CCOC1 (THF), C1CCOC1 (THF), C1CCOC1 (THF). Reaction conditions: time 1 hour. The product is CC(C)(C)[Si](OC(C)(C)C#CC([C@@H](C)C1=CC[C@H]2C3=CC=C4C[C@H](CC[C@]4(C)[C@H]3CC[C@]12C)O[Si](C(C(C)C)(C)C)(C)C)OC(NC1=CC=CC=C1)=S)(C)C (phenylcarbamothioic acid O-[(3β)-25-[[(1,1-dimethylethyl)dimethylsilyl]oxy]-3-[[dimethyl(1,1,2-trimethylpropyl)silyl]oxy]cholesta-5,7,16-trien-23-yn-22-yl] ester). Yield: 111.3%. As a reaction SMILES: [H-].[Na+].[CH3:3][C:4]([Si:7]([CH3:48])([CH3:47])[O:8][C:9]([C:12]#[C:13][CH:14]([OH:46])[C@H:15]([C:17]1[C@:34]2([CH3:35])[C@H:20]([C:21]3[C@H:31]([CH2:32][CH2:33]2)[C@:29]2([CH3:30])[C:24]([CH2:25][C@@H:26]([O:36][Si:37]([CH3:45])([CH3:44])[C:38]([CH3:43])([CH3:42])[CH:39]([CH3:41])[CH3:40])[CH2:27][CH2:28]2)=[CH:23][CH:22]=3)[CH2:19][CH:18]=1)[CH3:16])([CH3:11])[CH3:10])([CH3:6])[CH3:5].[C:49]1([N:55]=[C:56]=[S:57])[CH:54]=[CH:53][CH:52]=[CH:51][CH:50]=1>C1COCC1.N1C=CN=C1>[CH3:3][C:4]([Si:7]([CH3:47])([CH3:48])[O:8][C:9]([C:12]#[C:13][CH:14]([O:46][C:56](=[S:57])[NH:55][C:49]1[CH:54]=[CH:53][CH:52]=[CH:51][CH:50]=1)[C@H:15]([C:17]1[C@:34]2([CH3:35])[C@H:20]([C:21]3[C@H:31]([CH2:32][CH2:33]2)[C@:29]2([CH3:30])[C:24]([CH2:25][C@@H:26]([O:36][Si:37]([CH3:44])([CH3:45])[C:38]([CH3:43])([CH3:42])[CH:39]([CH3:40])[CH3:41])[CH2:27][CH2:28]2)=[CH:23][CH:22]=3)[CH2:19][CH:18]=1)[CH3:16])([CH3:10])[CH3:11])([CH3:6])[CH3:5] |f:0.1|. Procedure details: Sodium hydride (60% dispersion, 6.55 g, 164 mmol) was suspended in 200 mL of THF followed by the addition of 446 mg (6.55 mmol) imidazole at 5° C. To this gray suspension, a solution of crude 93 g (131 mmol) (3β)-25-[[(1,1-dimethylethyl)dimethylsilyl]oxy]-3-[[dimethyl(1,1,2-trimethylpropyl)silyl]oxy]cholesta-5,7,16-trien-23-yn-22-ol in 700 mL of THF was added dropwise at 8°-10° C. over 30 min. The resulting dark brown suspension was stirred at the same temperature for 1 h. Then, a solution of 17... The reactants are CC(C(=O)NCCC1=CC=C(C#N)C=C1)(C)C (4-[2-(2,2-dimethyl-propionylamino)-ethyl]-benzonitrile). The reagents and catalysts are Cl (HCl), [Pd] (Pd/C). The solvent is CO (methanol). Yields the product hydrochloride salt, CC(C(=O)NCCC1=CC=C(CN)C=C1)(C)C (4-[2-(2,2-Dimethyl-propionylamino)-ethyl]-benzylamine). RXN SMILES: [CH3:1][C:2]([CH3:17])([CH3:16])[C:3]([NH:5][CH2:6][CH2:7][C:8]1[CH:15]=[CH:14][C:11]([C:12]#[N:13])=[CH:10][CH:9]=1)=[O:4]>CO.Cl.[Pd]>[CH3:1][C:2]([CH3:17])([CH3:16])[C:3]([NH:5][CH2:6][CH2:7][C:8]1[CH:9]=[CH:10][C:11]([CH2:12][NH2:13])=[CH:14][CH:15]=1)=[O:4]. Procedure: Bubble nitrogen for 15 min into a solution of 4-[2-(2,2-dimethyl-propionylamino)-ethyl]-benzonitrile (175 mg, 0.76 mmol) in methanol (31 mL) with concentrated HCl (3 drops). Add 10% Pd/C (Degussa type E101, 18 mg) and submit the mixture to hydrogenation at atmospheric pressure for 64 h. Filter the catalyst through Celite® and concentrate in vacuo to obtain the hydrochloride salt of the title compound. Add saturated aqueous NaHCO3 and extract twice with EtOAc. Dry the combined organic extracts ov...